Dataset: the Open Reaction Database (ORD), a public repository of structured organic reaction records. Task: describe an organic reaction: reactants, conditions, products, and yield The reactants are COC=1C=C(CO)C=CC1[N+](=O)[O-] (3-methoxy-4-nitrobenzyl alcohol), CS(=O)(=O)N(N(C(=O)OCC1=C(C=CC=C1)[N+](=O)[O-])S(=O)(=O)C)CCCl (1,2-Bis(methylsulfonyl)-1-(2-chloroethyl)-2-[(2-nitrobenzyloxy)carbonyl]hydrazine). Yields the product CS(=O)(=O)N(N(C(=O)OCC1=CC(=C(C=C1)[N+](=O)[O-])OC)S(=O)(=O)C)CCCl (1,2-Bis(methylsulfonyl)-1-(2-chloroethyl)-2-[(3-methoxy-4-nitrobenzyloxy)carbonyl]hydrazine). RXN SMILES: [CH3:1][O:2][C:3]1[CH:4]=[C:5]([CH:8]=[CH:9][C:10]=1[N+:11]([O-:13])=[O:12])[CH2:6][OH:7].[CH3:14][S:15]([N:18]([CH2:37][CH2:38][Cl:39])[N:19]([S:33]([CH3:36])(=[O:35])=[O:34])[C:20](OCC1C=CC=CC=1[N+]([O-])=O)=[O:21])(=[O:17])=[O:16]>>[CH3:14][S:15]([N:18]([CH2:37][CH2:38][Cl:39])[N:19]([S:33]([CH3:36])(=[O:34])=[O:35])[C:20]([O:7][CH2:6][C:5]1[CH:8]=[CH:9][C:10]([N+:11]([O-:13])=[O:12])=[C:3]([O:2][CH3:1])[CH:4]=1)=[O:21])(=[O:16])=[O:17]. Reported procedure: 1,2-Bis(methylsulfonyl)-1-(2-chloroethyl)-2-[(3-methoxy-4-nitrobenzyloxy)carbonyl]hydrazine (compound 13d) was prepared from 3-methoxy-4-nitrobenzyl alcohol using a procedure similar to that described for compound 13a. The Mp was determined to be about 56-57° C., and the yield was about 29.4% by weight after recrystallization from ethanol. 1H NMR (acetone d6): δ 7.8, 7.5 and 7.2 (3H, 2d, s, aromatic H), 5.8 (2H, d, ArCH2), 3.6-4.1 (4H, m, CH2CH2Cl), 4.0 (3H, S, OCH3), 3.6 and 3.3 (6H, 2s, 2 CH3S...